Dataset: the Open Reaction Database (ORD), a public repository of structured organic reaction records. Task: describe an organic reaction: reactants, conditions, products, and yield Starting materials: CC1CN(c2ncccc2Cl)CCN1c1nc2cc(C(F)(F)F)cc(Br)c2[nH]1, OB(O)c1ccc(F)cc1. The product is CC1CN(c2ncccc2Cl)CCN1c1nc2cc(C(F)(F)F)cc(-c3ccc(F)cc3)c2[nH]1. As a reaction SMILES: [Br:1][c:2]1[cH:3][c:4]([C:25]([F:26])([F:27])[F:28])[cH:5][c:6]2[c:7]1[nH:8][c:9]([N:11]1[CH:12]([CH3:24])[CH2:13][N:14]([c:17]3[n:18][cH:19][cH:20][cH:21][c:22]3[Cl:23])[CH2:15][CH2:16]1)[n:10]2.[F:29][c:30]1[cH:31][cH:32][c:33]([B:36]([OH:37])[OH:38])[cH:34][cH:35]1>>[c:2]1(-[c:33]2[cH:32][cH:31][c:30]([F:29])[cH:35][cH:34]2)[cH:3][c:4]([C:25]([F:26])([F:27])[F:28])[cH:5][c:6]2[c:7]1[nH:8][c:9]([N:11]1[CH:12]([CH3:24])[CH2:13][N:14]([c:17]3[n:18][cH:19][cH:20][cH:21][c:22]3[Cl:23])[CH2:15][CH2:16]1)[n:10]2. The reactants are ClCC=1N=C2N(C(C1)=O)N=CS2 (7-chloromethyl-5H-1,3,4-thiadiazolo[3,2-a]pyrimidine-5-one), C(C)(=O)[O-].[K+] (potassium acetate). Run in CN(C=O)C (dimethylformamide). Reaction conditions: time 20 hour. Product: C(C)(=O)OCC=1N=C2N(C(C1)=O)N=CS2 (7-acetoxymethyl-5H-1,3,4-thiadiazolo[3,2-a]pyrimidine-5-one). The yield is 86.8%. Reaction SMILES: Cl[CH2:2][C:3]1[N:4]=[C:5]2[S:12][CH:11]=[N:10][N:6]2[C:7](=[O:9])[CH:8]=1.[C:13]([O-:16])(=[O:15])[CH3:14].[K+]>CN(C)C=O>[C:13]([O:16][CH2:2][C:3]1[N:4]=[C:5]2[S:12][CH:11]=[N:10][N:6]2[C:7](=[O:9])[CH:8]=1)(=[O:15])[CH3:14] |f:1.2|. Reported procedure: 7-chloromethyl-5H-1,3,4-thiadiazolo[3,2-a]pyrimidine-5-one (10 g), prepared according to Example 1, was dissolved in dimethylformamide (40 ml) and reacted with anhydrous potassium acetate (10 g) under stirring at room temperature for 20 hours. After dilution with ice water the precipitate was filtered and washed with water to give 7-acetoxymethyl-5H-1,3,4-thiadiazolo[3,2-a]pyrimidine-5-one (9.7 g) which was hydrolyzed by treatment with 37% HCl (50 ml) in dioxane (100 ml) under stirring at room t... Starting materials: O=C([O-])O, COc1ccc(C2C=NN=N2)cc1C(=O)Cl, C=CCC(CNC)c1ccccc1, CC(C)=O, [Na+], O. Product: C=CCC(CN(C)C(=O)c1cc(C2C=NN=N2)ccc1OC)c1ccccc1. As a reaction SMILES: [C:35](=[O:36])([OH:37])[O-:38].[CH3:15][O:16][c:17]1[c:18]([C:19](=[O:20])[Cl:21])[cH:22][c:23]([CH:26]2[N:27]=[N:28][N:29]=[CH:30]2)[cH:24][cH:25]1.[CH3:1][NH:2][CH2:3][CH:4]([CH2:5][CH:6]=[CH2:7])[c:8]1[cH:9][cH:10][cH:11][cH:12][cH:13]1.[CH3:31][C:32](=[O:33])[CH3:34].[Na+:39].[OH2:14]>>[CH3:1][N:2]([CH2:3][CH:4]([CH2:5][CH:6]=[CH2:7])[c:8]1[cH:9][cH:10][cH:11][cH:12][cH:13]1)[C:19]([c:18]1[c:17]([O:16][CH3:15])[cH:25][cH:24][c:23]([CH:26]2[N:27]=[N:28][N:29]=[CH:30]2)[cH:22]1)=[O:20]. RXN SMILES: [CH3:22][CH2:23][O:24][C:25](=[O:26])[CH3:27].[Cl-:19].[Cl:1][c:2]1[n:3][cH:4][c:5]([CH:15]=[CH2:16])[c:6]2[c:7]([N+:12]([O-:13])=[O:14])[cH:8][cH:9][cH:10][c:11]12.[Na+:21].[OH-:20].[OH2:17].[OH2:18]>>[Cl:1][c:2]1[n:3][cH:4][c:5]([CH:15]=[CH2:16])[c:6]2[c:7]([NH2:12])[cH:8][cH:9][cH:10][c:11]12. Product: C=Cc1cnc(Cl)c2cccc(N)c12. Starting materials: CCOC(C)=O, [Cl-], C=Cc1cnc(Cl)c2cccc([N+](=O)[O-])c12, [Na+], [OH-], O, O.